Dataset: the Open Reaction Database (ORD), a public repository of structured organic reaction records. Task: describe an organic reaction: reactants, conditions, products, and yield Starting materials: IC1=CC(=NC(=C1)CN(CC(=O)OC(C)(C)C)CC(=O)OC(C)(C)C)CN(CC(=O)OC(C)(C)C)CC(=O)OC(C)(C)C (4iodo-2,6-bis(N,N-bis(t-butoxycarbonylmethyl)aminomethyl)pyridine), NC1=CC=C(C=C1)C#C (p-aminophenylacetylene). Reagents/catalysts: Cl[Pd]([P](C1=CC=CC=C1)(C2=CC=CC=C2)C3=CC=CC=C3)([P](C4=CC=CC=C4)(C5=CC=CC=C5)C6=CC=CC=C6)Cl (bis(triphenylphosphine)palladium(II) chloride), [Cu]I (copper(I) iodide). The solvent is C(Cl)(Cl)Cl (chloroform), C(C)N(CC)CC (triethylamine). Reaction conditions: time 1.5 hour. Yields the product NC1=CC=C(C=C1)C#CC1=CC(=NC(=C1)CN(CC(=O)OC(C)(C)C)CC(=O)OC(C)(C)C)CN(CC(=O)OC(C)(C)C)CC(=O)OC(C)(C)C (4-(4-aminophenylethynyl)-2,6-bis(N,N-bis(t-butoxycarbonylmethyl)aminomethyl)pyridine). RXN SMILES: I[C:2]1[CH:7]=[C:6]([CH2:8][N:9]([CH2:18][C:19]([O:21][C:22]([CH3:25])([CH3:24])[CH3:23])=[O:20])[CH2:10][C:11]([O:13][C:14]([CH3:17])([CH3:16])[CH3:15])=[O:12])[N:5]=[C:4]([CH2:26][N:27]([CH2:36][C:37]([O:39][C:40]([CH3:43])([CH3:42])[CH3:41])=[O:38])[CH2:28][C:29]([O:31][C:32]([CH3:35])([CH3:34])[CH3:33])=[O:30])[CH:3]=1.[NH2:44][C:45]1[CH:50]=[CH:49][C:48]([C:51]#[CH:52])=[CH:47][CH:46]=1>C(N(CC)CC)C.C(Cl)(Cl)Cl.Cl[Pd](Cl)([P](C1C=CC=CC=1)(C1C=CC=CC=1)C1C=CC=CC=1)[P](C1C=CC=CC=1)(C1C=CC=CC=1)C1C=CC=CC=1.[Cu]I>[NH2:44][C:45]1[CH:50]=[CH:49][C:48]([C:51]#[C:52][C:2]2[CH:3]=[C:4]([CH2:26][N:27]([CH2:36][C:37]([O:39][C:40]([CH3:42])([CH3:41])[CH3:43])=[O:38])[CH2:28][C:29]([O:31][C:32]([CH3:34])([CH3:35])[CH3:33])=[O:30])[N:5]=[C:6]([CH2:8][N:9]([CH2:10][C:11]([O:13][C:14]([CH3:16])([CH3:17])[CH3:15])=[O:12])[CH2:18][C:19]([O:21][C:22]([CH3:24])([CH3:25])[CH3:23])=[O:20])[CH:7]=2)=[CH:47][CH:46]=1 |^1:66,85|. Reported procedure: A mixture of compound 1 (1.08 g, 1.5 mmol), bis(triphenylphosphine)palladium(II) chloride (21 mg, 0.03 mmol), copper(I) iodide (11 mg, 0.06 mmol) and p-aminophenylacetylene (176 mg, 1.5 mmol) in 10 mL of triethylamine was deaerated with nitrogen and kept at 40° C. for 1.5 h. The mixture was diluted with 40 mL of chloroform, washed with water and dried with sodium sulfate. The solution was evaporated in vacuo and the product was obtained as a yellow oil. Reactants: C(C)(=O)OCC (ethyl acetate), BrC=1C=C(C=NC1)C=CC(=O)[O-] (3-(5-bromopyridin-3-yl)acrylate), [BH4-].[Na+] (sodium borohydride). The reagents and catalysts are O.O.O.O.O.O.[Ni](Cl)Cl (nickel chloride hexahydrate). Run in [Cl-].[Na+].O (Brine), CO (MeOH). Run at time 30 minute. Product: COC(CCC=1C=NC=C(C1)Br)=O (3-(5-Bromo-pyridin-3-yl)-propionic acid methyl ester). Reaction SMILES: [Br:1][C:2]1[CH:3]=[C:4]([CH:8]=[CH:9][C:10]([O-:12])=[O:11])[CH:5]=[N:6][CH:7]=1.[BH4-].[Na+].[C:15](OCC)(=O)C>CO.[Cl-].[Na+].O.O.O.O.O.O.O.[Ni](Cl)Cl>[CH3:15][O:11][C:10](=[O:12])[CH2:9][CH2:8][C:4]1[CH:5]=[N:6][CH:7]=[C:2]([Br:1])[CH:3]=1 |f:1.2,5.6.7,8.9.10.11.12.13.14|. Reported procedure: To a solution of 3-(5-bromopyridin-3-yl)acrylate (180 mg, 0.744 mmol) and nickel chloride hexahydrate (17.6 mg, 0.074 mmol) in MeOH (3 ml) was added sodium borohydride (56.3 mg, 1.487 mmol) at 0° C. This mixture was stirred for 30 min at room temperature. Brine and ethyl acetate were added and the organic layer was separated and washed with brine twice. The combined organic layer was dried over Na2SO4, filtered and concentrated to give 155 mg of crude 3-(5-Bromo-pyridin-3-yl)-propionic acid meth... The reactants are C(#C)C=1C(=NOC1C)C1=CC=CC=C1 (4-ethynyl-5-methyl-3-phenyl-isoxazole), IC=1NC=CN1 (2-iodo-1H-imidazole). Product: N1C(=NC=C1)C#CC=1C(=NOC1C)C1=CC=CC=C1 (4-(1H-Imidazol-2-ylethynyl)-5-methyl-3-phenyl-isoxazole). Yield: 77.0%. As a reaction SMILES: [C:1]([C:3]1[C:4]([C:9]2[CH:14]=[CH:13][CH:12]=[CH:11][CH:10]=2)=[N:5][O:6][C:7]=1[CH3:8])#[CH:2].I[C:16]1[NH:17][CH:18]=[CH:19][N:20]=1>>[NH:17]1[CH:18]=[CH:19][N:20]=[C:16]1[C:2]#[C:1][C:3]1[C:4]([C:9]2[CH:14]=[CH:13][CH:12]=[CH:11][CH:10]=2)=[N:5][O:6][C:7]=1[CH3:8]. Procedure details: As described for example 11c, 4-ethynyl-5-methyl-3-phenyl-isoxazole (79 mg, 0.43 mmol) was converted (using 2-iodo-1H-imidazole instead of 2-chloro-4-iodopyridine) to the title compound (SiO2, heptane:ethyl acetate=95:5 to 0:100, 83 mg, 77%) which was obtained as an off-white solid. MS: m/e=250.2 [M+H]+. Reaction SMILES: [CH2:64]([Al+:65][CH2:66][CH:67]([CH3:68])[CH3:69])[CH:70]([CH3:71])[CH3:72].[CH3:33][O:34][c:35]1[c:36]([O:61][CH3:62])[cH:37][c:38]2[c:39]([cH:60]1)[C:40]([c:52]1[c:53]([O:58][CH3:59])[cH:54][cH:55][cH:56][cH:57]1)=[N:41][C:42]1=[C:47]([CH3:48])[NH:46][N:45]([CH2:49][CH:50]=[CH2:51])[C:43]1=[N:44]2.[H-:63].[NH2:1][c:2]1[cH:3][c:4]([O:5][CH3:6])[c:7]([O:8][CH3:9])[cH:10][c:11]1[C:12]([c:13]1[cH:14][cH:15][cH:16][cH:17][c:18]1[O:19][CH3:20])=[O:21].[NH2:22][c:23]1[c:24]([CH3:25])[n:26][n:27]([CH2:28][CH:29]=[CH2:30])[c:31]1[Cl:32]>>[CH3:33][O:34][c:35]1[c:36]([O:61][CH3:62])[cH:37][c:38]2[c:39]([cH:60]1)[C:40]([c:52]1[c:53]([O:58][CH3:59])[cH:54][cH:55][cH:56][cH:57]1)=[N:41][C:42]1=[C:47]([CH3:48])[NH:46][NH:45][C:43]1=[N:44]2. The reactants are CC(C)C[Al+]CC(C)C, C=CCN1NC(C)=C2N=C(c3ccccc3OC)c3cc(OC)c(OC)cc3N=C21, [H-], COc1cc(N)c(C(=O)c2ccccc2OC)cc1OC, C=CCn1nc(C)c(N)c1Cl. Product: COc1cc2c(cc1OC)C(c1ccccc1OC)=NC1=C(C)NNC1=N2. Starting materials: FC1=C(C=C(C=C1)NC1=C(C=NC=2N1N=CC2C(=O)O)C(=O)N2CCC(CC2)C2=CC=C(C=C2)F)C (7-(4-Fluoro-3-methylphenylamino)-6-[4-(4-fluorophenyl)piperidine-1-carbonyl]pyrazolo[1,5-a]pyrimidine-3-carboxylic acid), C(C)S(=O)(=O)N (ethanesulfonamide). The product is FC1=C(C=C(C=C1)NC1=C(C=NC=2N1N=CC2C(=O)NS(=O)(=O)CC)C(=O)N2CCC(CC2)C2=CC=C(C=C2)F)C (N-{7-(4-Fluoro-3-methylphenylamino)-6-[4-(4-fluorophenyl)piperidine-1-carbonyl]pyrazolo[1,5-a]pyrimidine-3-carbonyl}ethanesulfonamide). The yield is 65.2%. Reaction SMILES: [F:1][C:2]1[CH:7]=[CH:6][C:5]([NH:8][C:9]2[N:14]3[N:15]=[CH:16][C:17]([C:18](O)=[O:19])=[C:13]3[N:12]=[CH:11][C:10]=2[C:21]([N:23]2[CH2:28][CH2:27][CH:26]([C:29]3[CH:34]=[CH:33][C:32]([F:35])=[CH:31][CH:30]=3)[CH2:25][CH2:24]2)=[O:22])=[CH:4][C:3]=1[CH3:36].[CH2:37]([S:39]([NH2:42])(=[O:41])=[O:40])[CH3:38]>>[F:1][C:2]1[CH:7]=[CH:6][C:5]([NH:8][C:9]2[N:14]3[N:15]=[CH:16][C:17]([C:18]([NH:42][S:39]([CH2:37][CH3:38])(=[O:41])=[O:40])=[O:19])=[C:13]3[N:12]=[CH:11][C:10]=2[C:21]([N:23]2[CH2:24][CH2:25][CH:26]([C:29]3[CH:34]=[CH:33][C:32]([F:35])=[CH:31][CH:30]=3)[CH2:27][CH2:28]2)=[O:22])=[CH:4][C:3]=1[CH3:36]. Reported procedure: In the same manner as in Example 1, step 6 and using 7-(4-fluoro-3-methylphenylamino)-6-[4-(4-fluorophenyl)piperidine-1-carbonyl]pyrazolo[1,5-a]pyrimidine-3-carboxylic acid (0.05 g, 0.10 mmol) obtained in step 2 and ethanesulfonamide (0.067 g, 0.61 mmol), the title compound (0.038 g, 64%) was obtained.